This data is from the Open Reaction Database (ORD), a public repository of structured organic reaction records. The task is: describe an organic reaction: reactants, conditions, products, and yield Starting materials: FC1=C(C(=CC(=C1)F)F)C(C(=O)OCC)C(=O)OCC (diethyl 2-(2,4,6-trifluorophenyl)malonate), C(CCC)N(CCCC)CCCC (tributylamine), N1=C(C=CC=C1)C(=N)N (pyridine-2-carboxamidine), [OH-].[Na+] (sodium hydroxide). The solvent is O (water), C(C)O (ethanol). Run at temperature 65 celsius, time 30 minute. Product: OC1=NC(=NC(=C1C1=C(C=C(C=C1F)F)F)O)C1=NC=CC=C1 (4,6-Dihydroxy-5-(2,4,6-trifluorophenyl)-2-(2-pyridyl)pyrimidine). The yield is 48.6%. Reaction SMILES: [F:1][C:2]1[CH:7]=[C:6]([F:8])[CH:5]=[C:4]([F:9])[C:3]=1[CH:10]([C:16]([O:18]CC)=O)[C:11]([O:13]CC)=O.C(N(CCCC)CCCC)CCC.[N:34]1[CH:39]=[CH:38][CH:37]=[CH:36][C:35]=1[C:40]([NH2:42])=[NH:41].[OH-].[Na+]>O.C(O)C>[OH:13][C:11]1[C:10]([C:3]2[C:4]([F:9])=[CH:5][C:6]([F:8])=[CH:7][C:2]=2[F:1])=[C:16]([OH:18])[N:42]=[C:40]([C:35]2[CH:36]=[CH:37][CH:38]=[CH:39][N:34]=2)[N:41]=1 |f:3.4|. Reported procedure: 332 g (1.16 mol) of diethyl 2-(2,4,6-trifluorophenyl)malonate and 192 g (1.04 mol) of tributylamine were heated at 180° C. for eight hours together with 182 g (1.17 mol) of pyridine-2-carboxamidine. In the course of this, the ethanol produced was distilled off. The reaction mixture was then allowed to cool to 60-70° C. and was mixed with a solution of 116 g (2.89 mol) of sodium hydroxide in 1200 ml of water. After stirring for 30 min and cooling to approximately 20-25° C., the mixture was extrac... Reactants: ClC=1C=C(C2=C(N1)N(N=C2)C(C)C)C(=O)NCC=2C(NC(=CC2C)C)=O (6-chloro-N-[(4,6-dimethyl-2-oxo-1,2-dihydro-3-pyridinyl)methyl]-1-(1-methylethyl)-1H-pyrazolo[3,4-b]pyridine-4-carboxamide), C=1C=CC(=CC1)P(C=2C=CC=CC2)C3=CC=C4C=CC=CC4=C3C5=C6C=CC=CC6=CC=C5P(C=7C=CC=CC7)C=8C=CC=CC8 (BINAP), N1=CC=C(C=C1)N (4-pyridinamine), C([O-])([O-])=O.[Cs+].[Cs+] (cesium carbonate). The reagents and catalysts are C(C)(=O)[O-].[Pd+2].C(C)(=O)[O-] (palladium(II) acetate). Run in O1CCOCC1 (1,4-dioxane). Reaction conditions: time 2 hour. The product is CC1=C(C(NC(=C1)C)=O)CNC(=O)C=1C2=C(N=C(C1)NC1=CC=NC=C1)N(N=C2)C(C)C (N-[(4,6-Dimethyl-2-oxo-1,2-dihydro-3-pyridinyl)methyl]-1-(1-methylethyl)-6-(4-pyridinylamino)-1H-pyrazolo[3,4-b]pyridine-4-carboxamide). Reaction SMILES: Cl[C:2]1[CH:3]=[C:4]([C:14]([NH:16][CH2:17][C:18]2[C:19](=[O:26])[NH:20][C:21]([CH3:25])=[CH:22][C:23]=2[CH3:24])=[O:15])[C:5]2[CH:10]=[N:9][N:8]([CH:11]([CH3:13])[CH3:12])[C:6]=2[N:7]=1.[N:27]1[CH:32]=[CH:31][C:30]([NH2:33])=[CH:29][CH:28]=1.C(=O)([O-])[O-].[Cs+].[Cs+].C1C=CC(P(C2C(C3C(P(C4C=CC=CC=4)C4C=CC=CC=4)=CC=C4C=3C=CC=C4)=C3C(C=CC=C3)=CC=2)C2C=CC=CC=2)=CC=1>C([O-])(=O)C.[Pd+2].C([O-])(=O)C.O1CCOCC1>[CH3:24][C:23]1[CH:22]=[C:21]([CH3:25])[NH:20][C:19](=[O:26])[C:18]=1[CH2:17][NH:16][C:14]([C:4]1[C:5]2[CH:10]=[N:9][N:8]([CH:11]([CH3:13])[CH3:12])[C:6]=2[N:7]=[C:2]([NH:33][C:30]2[CH:31]=[CH:32][N:27]=[CH:28][CH:29]=2)[CH:3]=1)=[O:15] |f:2.3.4,6.7.8|. Reported procedure: The title compound was prepared in the same manner as described in example 74 using 6-chloro-N-[(4,6-dimethyl-2-oxo-1,2-dihydro-3-pyridinyl)methyl]-1-(1-methylethyl)-1H-pyrazolo[3,4-b]pyridine-4-carboxamide (50 mg, 0.134 mmol), 4-pyridinamine (12.59 mg, 0.134 mmol), cesium carbonate (131 mg, 0.401 mmol), 1,4-dioxane (2 mL), palladium(II) acetate (1.501 mg, 6.69 μmol) and BINAP (8.33 mg, 0.013 mmol), wherein the reaction time was 2 h. The final product was collected as 29 mg (50%). LCMS E-S (M+H)...